This data is from the Open Reaction Database (ORD), a public repository of structured organic reaction records. The task is: describe an organic reaction: reactants, conditions, products, and yield Reactants: C1(=CC=CC=C1)C=1NC(N(C1C1=CC=CC=C1)CC=1C=C(C#N)C=CC1)=O (3-[(2,3-dihydro4,5-diphenyl-2-oxo-1H-imidazol-1-yl)methyl]benzonitrile), BrCC1=CC=C2C=CC(=CC2=C1)C#N (7-(bromomethyl)-naphthalene-2-carbonitrile). Product: C(#N)C=1C=C(C=CC1)CN1C(N(C(=C1C1=CC=CC=C1)C1=CC=CC=C1)CC1=CC=C2C=CC(=CC2=C1)C#N)=O (7-[[3-(3-cyanophenyl)methyl-2,3-dihydro-4,5-diphenyl-2-oxo-1H-imidazol-1-yl]methyl]naphthalene-2-carbonitrile). RXN SMILES: [C:1]1([C:7]2[NH:8][C:9](=[O:27])[N:10]([CH2:18][C:19]3[CH:20]=[C:21]([CH:24]=[CH:25][CH:26]=3)[C:22]#[N:23])[C:11]=2[C:12]2[CH:17]=[CH:16][CH:15]=[CH:14][CH:13]=2)[CH:6]=[CH:5][CH:4]=[CH:3][CH:2]=1.Br[CH2:29][C:30]1[CH:39]=[C:38]2[C:33]([CH:34]=[CH:35][C:36]([C:40]#[N:41])=[CH:37]2)=[CH:32][CH:31]=1>>[C:22]([C:21]1[CH:20]=[C:19]([CH2:18][N:10]2[C:11]([C:12]3[CH:17]=[CH:16][CH:15]=[CH:14][CH:13]=3)=[C:7]([C:1]3[CH:2]=[CH:3][CH:4]=[CH:5][CH:6]=3)[N:8]([CH2:29][C:30]3[CH:39]=[C:38]4[C:33]([CH:34]=[CH:35][C:36]([C:40]#[N:41])=[CH:37]4)=[CH:32][CH:31]=3)[C:9]2=[O:27])[CH:26]=[CH:25][CH:24]=1)#[N:23]. Reported procedure: In a manner similar to Preparation 2 above, 3-[(2,3-dihydro4,5-diphenyl-2-oxo-1H-imidazol-1-yl)methyl]benzonitrile was reacted with 7-(bromomethyl)-naphthalene-2-carbonitrile to give 7-[[3-(3-cyanophenyl)methyl-2,3-dihydro-4,5-diphenyl-2-oxo-1H-imidazol-1-yl]methyl]naphthalene-2-carbonitrile; NMR (CDCl3)8.05 (s,1), 7.9 (d,1), 7.85 (d,1), 7.55 (m,3), 7.4 (m,2), 7.2 (m,9), 7.0 (m,3), 5.1 (s,2), 4.95 (s,2) ppm.